Dataset: the Open Reaction Database (ORD), a public repository of structured organic reaction records. Task: describe an organic reaction: reactants, conditions, products, and yield Reactants: steel, FC1=CC=C(C=N1)C1=CN(C(C=C1)=O)COCC[Si](C)(C)C (6′-fluoro-1-((2-(trimethylsilyl)ethoxy)methyl)-[3,3′-bipyridin]-6(1H)-one). Reagents/catalysts: [Pd] (Pd—C). Run in CO (MeOH). Reaction conditions: time 20 hour. Yields the product FC1=CC=C(C=N1)C1CCC(N(C1)COCC[Si](C)(C)C)=O (5-(6-fluoropyridin-3-yl)-1-((2-(trimethylsilyl)ethoxy)methyl)piperidin-2-one). The yield is 92.1%. As a reaction SMILES: [F:1][C:2]1[N:7]=[CH:6][C:5]([C:8]2[CH:13]=[CH:12][C:11](=[O:14])[N:10]([CH2:15][O:16][CH2:17][CH2:18][Si:19]([CH3:22])([CH3:21])[CH3:20])[CH:9]=2)=[CH:4][CH:3]=1>CO.[Pd]>[F:1][C:2]1[N:7]=[CH:6][C:5]([CH:8]2[CH2:9][N:10]([CH2:15][O:16][CH2:17][CH2:18][Si:19]([CH3:21])([CH3:20])[CH3:22])[C:11](=[O:14])[CH2:12][CH2:13]2)=[CH:4][CH:3]=1. Reported procedure: To a steel bomb, a solution of 6′-fluoro-1-((2-(trimethylsilyl)ethoxy)methyl)-[3,3′-bipyridin]-6(1H)-one (311 mg, 0.971 mmol) in MeOH (remaining 60% head space) was added followed by addition of Pd—C (207 mg, 0.194 mmol). After degassing with nitrogen stream, the steel bomb was pressurized with hydrogen gas up to 250 psi. The reaction was stirred at room temperature for 20 h. LCMS—0.9 min MH+325.1 (single major). The reaction mixture was filtered off through Celite (washed with EtOAc). The volat... Starting materials: BrC1=CC=2C(C3=CC(=CC=C3C2C=C1)Br)(F)F (2,7-dibromo-9,9-difluoro-9H-fluorene), C(CCC)[Sn](C(=C)OCC)(CCCC)CCCC (Tributyl(1-ethoxyvinyl)tin), O1CCOCC1 (1,4-dioxane). Reagents/catalysts: C=1C=CC(=CC1)[P](C=2C=CC=CC2)(C=3C=CC=CC3)[Pd]([P](C=4C=CC=CC4)(C=5C=CC=CC5)C=6C=CC=CC6)([P](C=7C=CC=CC7)(C=8C=CC=CC8)C=9C=CC=CC9)[P](C=1C=CC=CC1)(C=1C=CC=CC1)C=1C=CC=CC1 (Pd(Ph3P)4). Conditions: temperature 90 celsius, time 1 hour. Product: FC1(C2=CC(=CC=C2C=2C=CC(=CC12)C(C)=O)C(C)=O)F (1,1′-(9,9-difluoro-9H-fluorene-2,7-diyl)diethanone). As a reaction SMILES: Br[C:2]1[CH:14]=[CH:13][C:12]2[C:11]3[C:6](=[CH:7][C:8](Br)=[CH:9][CH:10]=3)[C:5]([F:17])([F:16])[C:4]=2[CH:3]=1.C([Sn](CCCC)(CCCC)C([O:25][CH2:26][CH3:27])=C)CCC.[O:36]1CCO[CH2:38][CH2:37]1>C1C=CC([P]([Pd]([P](C2C=CC=CC=2)(C2C=CC=CC=2)C2C=CC=CC=2)([P](C2C=CC=CC=2)(C2C=CC=CC=2)C2C=CC=CC=2)[P](C2C=CC=CC=2)(C2C=CC=CC=2)C2C=CC=CC=2)(C2C=CC=CC=2)C2C=CC=CC=2)=CC=1>[F:16][C:5]1([F:17])[C:6]2[CH:7]=[C:8]([C:37](=[O:36])[CH3:38])[CH:9]=[CH:10][C:11]=2[C:12]2[C:4]1=[CH:3][C:2]([C:26](=[O:25])[CH3:27])=[CH:14][CH:13]=2 |^1:45,47,66,85|. Reported procedure: A mixture of 2,7-dibromo-9,9-difluoro-9H-fluorene (900 mg, 2.500 mmol), Tributyl(1-ethoxyvinyl)tin (3.38 mL, 10.00 mmol) and Pd(Ph3P)4 (289 mg, 0.250 mmol) in 1,4-dioxane (25 mL) were degassed with nitrogen for 10 min then it was heated at 90° C. for overnight under nitrogen. The reaction mixture was cooled to room temperature and 15 mL of 10% HCl was added then stirred for 1 h. The mixture was extracted with ethyl acetate and the organic layer was washed with water and brine. The organics were ... Starting materials: OB1OCC2=C1C=CC(=C2)OC2=NC(=C(C#N)C=C2)N2CCOCC2 (6-(1-hydroxy-1,3-dihydro-benzo[c][1,2]oxaborol-5-yloxy)-2-morpholin-4-yl-nicotinonitrile), C(C)OC1=C(C#N)C=CC(=N1)OC1=CC(=C(C=C1)B1OC(C(O1)(C)C)(C)C)C=O (2-Ethoxy-6-[3-formyl-4-(4,4,5,5-tetramethyl-[1,3,2]dioxaborolan-2-yl)-phenoxy]-nicotinonitrile), [BH4-].[Na+] (NaBH4). Run at time 8 hour. Product: C(C)OC1=C(C#N)C=CC(=N1)OC1=CC2=C(B(OC2)O)C=C1 (2-Ethoxy-6-(1-hydroxy-1,3-dihydro-benzo[c][1,2]oxaborol-5-yloxy)-nicotinonitrile). RXN SMILES: OB1C2C=CC(OC3C=CC(C#N)=C(N4CCOCC4)N=3)=CC=2CO1.[CH2:26]([O:28][C:29]1[N:36]=[C:35]([O:37][C:38]2[CH:43]=[CH:42][C:41]([B:44]3[O:48][C:47](C)(C)C(C)(C)[O:45]3)=[C:40](C=O)[CH:39]=2)[CH:34]=[CH:33][C:30]=1[C:31]#[N:32])[CH3:27].[BH4-].[Na+]>>[CH2:26]([O:28][C:29]1[N:36]=[C:35]([O:37][C:38]2[CH:39]=[CH:40][C:41]3[B:44]([OH:45])[O:48][CH2:47][C:42]=3[CH:43]=2)[CH:34]=[CH:33][C:30]=1[C:31]#[N:32])[CH3:27] |f:2.3|. Procedure: Experimental procedure for synthesis of 6-(1-hydroxy-1,3-dihydro-benzo[c][1,2]oxaborol-5-yloxy)-2-morpholin-4-yl-nicotinonitrile (D107) is the same as that described in synthesis of (D46). The reaction of 2-ethoxy-6-[3-formyl-4-(4,4,5,5-tetramethyl-[1,3,2]dioxaborolan-2-yl)-phenoxy]-nicotinonitrile (6) (2.71 g, 7.81 mmol) with NaBH4 (886 mg, 23.4 mmol) gave an orange oil containing D107 upon workup. The oil was fractionated by dry-pack column chromatography as follows: the oil was diluted with 3... Yields the product C(N)(=O)CCCNC([C@@H](C[C@@H]([C@H](C[C@H](CC1=CC(=C(C=C1)OC)OCCCOC)C(C)C)NC(=O)OC(C)(C)C)O)C)=O (5(S)-Tert-butoxycarbonylamino-4(S)-hydroxy-7(S)-isopropyl-2(R)-methyl-8-[4-methoxy-3-(3-methoxypropyloxy)-phenyl]-octanoic acid [N-(3-carbamoyl-propyl)]-amide). Solvent: CN(C=O)C (dimethylformamide). Reactants: O.O.O.[F-].C(CCC)[N+](CCCC)(CCCC)CCCC (tetrabutylammonium fluoride trihydrate), C(N)(=O)CCCNC([C@@H](C[C@@H]([C@H](C[C@H](CC1=CC(=C(C=C1)OC)OCCCOC)C(C)C)NC(=O)OC(C)(C)C)O[Si](C)(C)C(C)(C)C)C)=O (5(S)-tert-butoxycarbonylamino-4(S)-tert-butyldimethylsilyloxy-7(S)-isopropyl-2(R)-methyl-8-[4-methoxy-3-(3-methoxy-propyloxy)-phenyl]-octanoic acid [N-(3-carbamoyl-propyl)]-amide). Conditions: time 5 hour. Reported procedure: 50 mg of tetrabutylammonium fluoride trihydrate are added to 115 mg of 5(S)-tert-butoxycarbonylamino-4(S)-tert-butyldimethylsilyloxy-7(S)-isopropyl-2(R)-methyl-8-[4-methoxy-3-(3-methoxy-propyloxy)-phenyl]-octanoic acid [N-(3-carbamoyl-propyl)]-amide in 4 ml of dimethylformamide at 0° C. The reaction mixture is stirred for a further 5 hours at room temperature and then concentrated by evaporation. 20 ml of saturated sodium hydrogen carbonate solution are added to the evaporation residue and the m... RXN SMILES: O.O.O.[F-].C([N+](CCCC)(CCCC)CCCC)CCC.[C:22]([CH2:25][CH2:26][CH2:27][NH:28][C:29](=[O:71])[C@H:30]([CH3:70])[CH2:31][C@H:32]([O:62][Si](C(C)(C)C)(C)C)[C@@H:33]([NH:54][C:55]([O:57][C:58]([CH3:61])([CH3:60])[CH3:59])=[O:56])[CH2:34][C@@H:35]([CH:51]([CH3:53])[CH3:52])[CH2:36][C:37]1[CH:42]=[CH:41][C:40]([O:43][CH3:44])=[C:39]([O:45][CH2:46][CH2:47][CH2:48][O:49][CH3:50])[CH:38]=1)(=[O:24])[NH2:23]>CN(C)C=O>[C:22]([CH2:25][CH2:26][CH2:27][NH:28][C:29](=[O:71])[C@H:30]([CH3:70])[CH2:31][C@H:32]([OH:62])[C@@H:33]([NH:54][C:55]([O:57][C:58]([CH3:61])([CH3:60])[CH3:59])=[O:56])[CH2:34][C@@H:35]([CH:51]([CH3:53])[CH3:52])[CH2:36][C:37]1[CH:42]=[CH:41][C:40]([O:43][CH3:44])=[C:39]([O:45][CH2:46][CH2:47][CH2:48][O:49][CH3:50])[CH:38]=1)(=[O:24])[NH2:23] |f:0.1.2.3.4|. Starting materials: Cl (hydrogen chloride), hydrochloride salt, C1COC2(CCC(CC2)(N(C)C)C#N)O1 (4-cyano-4-dimethylaminocyclohexanone ethylene ketal), [Cl-].[NH4+] (ammonium chloride), FC(C=1C=C(C=CC1)Br)(F)F (m-trifluoromethylbromobenzene), [Mg] (magnesium), Cl (hydrogen chloride), hydrochloride salt. Run in C(C)OCC (diethyl ether), CCOCC (ether), O1CCCC1 (tetrahydrofuran), C(Cl)Cl (methylene chloride), C(C)OCC (diethyl ether), O1CCCC1 (tetrahydrofuran), C1=CC=CC=C1 (benzene). Yields the product Grignard reagent, Cl.C1COC2(CCC(CC2)(N(C)C)C2=CC(=CC=C2)C(F)(F)F)O1 (4-(m-trifluoromethylphenyl)-4-dimethylaminocyclohexanone ethylene ketal hydrochloride). Isolated yield 24.0%. As a reaction SMILES: [F:1][C:2]([F:11])([F:10])[C:3]1[CH:4]=[C:5](Br)[CH:6]=[CH:7][CH:8]=1.[Mg].[CH2:13]1[O:27][C:16]2([CH2:21][CH2:20][C:19](C#N)([N:22]([CH3:24])[CH3:23])[CH2:18][CH2:17]2)[O:15][CH2:14]1.[Cl-:28].[NH4+].Cl>C(OCC)C.C(Cl)Cl.C1C=CC=CC=1.O1CCCC1>[ClH:28].[CH2:14]1[O:15][C:16]2([CH2:21][CH2:20][C:19]([C:5]3[CH:6]=[CH:7][CH:8]=[C:3]([C:2]([F:11])([F:10])[F:1])[CH:4]=3)([N:22]([CH3:23])[CH3:24])[CH2:18][CH2:17]2)[O:27][CH2:13]1 |f:3.4,10.11|. Reported procedure: A Grignard reagent is prepared using 4.79 gm. (0.024 mole) m-trifluoromethylbromobenzene, 0.59 gm. magnesium and 50 ml. tetrahydrofuran; to this is added 1.50 gm. (0.0071 mole) 4-cyano-4-dimethylaminocyclohexanone ethylene ketal (prepared in Example 41, Part B, dissolved in 40 ml. tetrahydrofuran. This reaction mixture is heated at the reflux temperature for 17 hours. It is then cooled, chilled in ice, and 20 ml. saturated aqueous ammonium chloride and benzene are added. The organic solution is ...